This data is from the Open Reaction Database (ORD), a public repository of structured organic reaction records. The task is: describe an organic reaction: reactants, conditions, products, and yield Reactants: CO, CCCCC(NS(=O)(=O)c1ccc(Cl)cc1)C(=O)Nc1ccc(CC(=O)OCC)cc1, [Na+], [OH-]. The product is CCCCC(NS(=O)(=O)c1ccc(Cl)cc1)C(=O)Nc1ccc(CCC(=O)O)cc1. As a reaction SMILES: [CH3:34][OH:35].[Cl:1][c:2]1[cH:3][cH:4][c:5]([S:8](=[O:9])(=[O:10])[NH:11][CH:12]([C:13](=[O:14])[NH:15][c:16]2[cH:17][cH:18][c:19]([CH2:22][C:23]([O:24][CH2:25][CH3:26])=[O:27])[cH:20][cH:21]2)[CH2:28][CH2:29][CH2:30][CH3:31])[cH:6][cH:7]1.[Na+:33].[OH-:32]>>[Cl:1][c:2]1[cH:3][cH:4][c:5]([S:8](=[O:9])(=[O:10])[NH:11][CH:12]([C:13](=[O:14])[NH:15][c:16]2[cH:17][cH:18][c:19]([CH2:22][CH2:23][C:34](=[O:32])[OH:35])[cH:20][cH:21]2)[CH2:28][CH2:29][CH2:30][CH3:31])[cH:6][cH:7]1. Reactants: Cc1ccc(S(=O)(=O)OCC2Cc3cc(F)cc(-c4ccccc4Cl)c3O2)cc1, Cl, [N-]=[N+]=[N-], [N-]=[N+]=[N-], [N-]=[N+]=NCC1Cc2cc(F)cc(-c3ccccc3Cl)c2O1, [Na+], c1ccc(P(c2ccccc2)c2ccccc2)cc1. Yields the product NCC1Cc2cc(F)cc(-c3ccccc3Cl)c2O1. As a reaction SMILES: [CH3:1][c:2]1[cH:3][cH:4][c:5]([S:6]([O:7][CH2:8][CH:9]2[CH2:10][c:11]3[cH:12][c:13]([F:14])[cH:15][c:16](-[c:17]4[cH:18][cH:19][cH:20][cH:21][c:22]4[Cl:23])[c:24]3[O:25]2)(=[O:26])=[O:27])[cH:28][cH:29]1.[ClH:77].[N-:31]=[N+:32]=[N-:33].[N-:55]=[N+:56]=[N-:57].[N:34](=[N+:35]=[N-:36])[CH2:37][CH:38]1[O:39][c:40]2[c:41]([cH:43][c:44]([F:54])[cH:45][c:46]2-[c:47]2[c:48]([Cl:53])[cH:49][cH:50][cH:51][cH:52]2)[CH2:42]1.[Na+:30].[c:58]1([P:59]([c:60]2[cH:61][cH:62][cH:63][cH:64][cH:65]2)[c:66]2[cH:67][cH:68][cH:69][cH:70][cH:71]2)[cH:72][cH:73][cH:74][cH:75][cH:76]1>>[NH2:34][CH2:37][CH:38]1[O:39][c:40]2[c:41]([cH:43][c:44]([F:54])[cH:45][c:46]2-[c:47]2[c:48]([Cl:53])[cH:49][cH:50][cH:51][cH:52]2)[CH2:42]1. Starting materials: CC1=CC=C(C=C1)S(=O)(=O)OC[C@H]1COC=2C=CC=3C(=CON3)C2O1 ((2R)-2,3-Dihydro[1,4]dioxino[2,3-e][2,1]benzisoxazol-2-ylmethyl 4-methyl-benzenesulfonate), N1CCC(=CC1)C1=CNC2=CC=CC=C12 (3-(1,2,3,6-tetrahydro-4-pyridinyl)-1H-indole). Run in CS(=O)C (DMSO). Reaction conditions: temperature 77.5 celsius. Product: N1C=C(C2=CC=CC=C12)C=1CCN(CC1)CC1COC=2C=CC=3C(C2O1)=CON3 (8-[4-(1H-Indol-3-yl)-3,6-dihydro-2H-pyridin-1-ylmethyl]-7,8-dihydro-2,6,9-trioxa-3-aza-cyclopenta[a]naphthalene). RXN SMILES: CC1C=CC(S(O[CH2:12][C@@H:13]2[O:25][C:24]3[C:20]4=[CH:21][O:22][N:23]=[C:19]4[CH:18]=[CH:17][C:16]=3[O:15][CH2:14]2)(=O)=O)=CC=1.[NH:26]1[CH2:31][CH:30]=[C:29]([C:32]2[C:40]3[C:35](=[CH:36][CH:37]=[CH:38][CH:39]=3)[NH:34][CH:33]=2)[CH2:28][CH2:27]1>CS(C)=O>[NH:34]1[C:35]2[C:40](=[CH:39][CH:38]=[CH:37][CH:36]=2)[C:32]([C:29]2[CH2:30][CH2:31][N:26]([CH2:12][CH:13]3[O:25][C:24]4[C:20]5=[CH:21][O:22][N:23]=[C:19]5[CH:18]=[CH:17][C:16]=4[O:15][CH2:14]3)[CH2:27][CH:28]=2)=[CH:33]1. Procedure details: (2R)-2,3-Dihydro[1,4]dioxino[2,3-e][2,1]benzisoxazol-2-ylmethyl 4-methyl-benzenesulfonate (0.60 g, 1.66 mmole) and 3-(1,2,3,6-tetrahydro-4-pyridinyl)-1H-indole (0.98 g, 4.90 mmole) were combined in 30 mL of DMSO under nitrogen. This solution was heated to 75-80° C. under nitrogen for 6 hours. After completion, the reaction was cooled to room temperature and partitioned between 400 mL each of ethyl acetate and saturated aqueous sodium bicarbonate. The organic phase was removed and washed with bri... The reactants are [BH4-], CCN, CC(C)(C=O)c1ccc([N+](=O)[O-])cc1, CC(C)[O-], CC(C)[O-], CC(C)[O-], CC(C)[O-], CCO, [Na+], [Ti+4]. The product is CCNCC(C)(C)c1ccc([N+](=O)[O-])cc1. As a reaction SMILES: [BH4-:18].[CH2:15]([CH3:16])[NH2:17].[CH3:1][C:2]([CH:3]=[O:4])([CH3:5])[c:6]1[cH:7][cH:8][c:9]([N+:12](=[O:13])[O-:14])[cH:10][cH:11]1.[CH3:20][CH:21]([CH3:22])[O-:23].[CH3:25][CH:26]([CH3:27])[O-:28].[CH3:29][CH:30]([CH3:31])[O-:32].[CH3:33][CH:34]([CH3:35])[O-:36].[CH3:37][CH2:38][OH:39].[Na+:19].[Ti+4:24]>>[CH3:1][C:2]([CH2:3][NH:17][CH2:15][CH3:16])([CH3:5])[c:6]1[cH:7][cH:8][c:9]([N+:12](=[O:13])[O-:14])[cH:10][cH:11]1. Product: C(C)O/C=C/C=1C=CC(=NC1C=1NC2=CC=CC(=C2C1)F)C=1C(=CC2=C(C(=C(O2)C2=CC=C(C=C2)F)C(=O)NC)C1)N(S(=O)(=O)C)C ((E)-5-(5-(2-ethoxyvinyl)-6-(4-fluoro-1H-indol-2-yl)pyridin-2-yl)-2-(4-fluorophenyl)-N-methyl-6-(N-methylmethylsulfonamido)benzofuran-3-carboxamide). Yield: 27.5%. Procedure: To a degassed solution of (E)-5-(6-chloro-5-(2-ethoxyvinyl)pyridin-2-yl)-2-(4-fluorophenyl)-N-methyl-6-(N-methylmethylsulfonamido)benzofuran-3-carboxamide (200 mg, 0.36 mmol) and 4-fluoro-2-(4,4,5,5-tetramethyl-1,3,2-dioxaborolan-2-yl)-1H-indole (140 mg, 0.54 mmol) in 1,4-dioxane (3 mL) and water (200 μl) was added CS2CO3 (234 mg, 0.72 mmol) and 1,1′-bis(di-tert-butylphosphino)ferrocene palladium chloride (24 mg, 0.04 mmol) under N2 protection. The resulting mixture was heated to 90° C. and stir... The reagents and catalysts are [Pd](Cl)Cl.C(C)(C)(C)P([C-]1C=CC=C1)C(C)(C)C.[C-]1(C=CC=C1)P(C(C)(C)C)C(C)(C)C.[Fe+2] (1,1′-bis(di-tert-butylphosphino)ferrocene palladium chloride). Reaction SMILES: Cl[C:2]1[N:7]=[C:6]([C:8]2[C:9]([N:28]([CH3:33])[S:29]([CH3:32])(=[O:31])=[O:30])=[CH:10][C:11]3[O:15][C:14]([C:16]4[CH:21]=[CH:20][C:19]([F:22])=[CH:18][CH:17]=4)=[C:13]([C:23]([NH:25][CH3:26])=[O:24])[C:12]=3[CH:27]=2)[CH:5]=[CH:4][C:3]=1/[CH:34]=[CH:35]/[O:36][CH2:37][CH3:38].[F:39][C:40]1[CH:48]=[CH:47][CH:46]=[C:45]2[C:41]=1[CH:42]=[C:43](B1OC(C)(C)C(C)(C)O1)[NH:44]2>O1CCOCC1.O.[Pd](Cl)Cl.C(P(C(C)(C)C)[C-]1C=CC=C1)(C)(C)C.[C-]1(P(C(C)(C)C)C(C)(C)C)C=CC=C1.[Fe+2]>[CH2:37]([O:36]/[CH:35]=[CH:34]/[C:3]1[CH:4]=[CH:5][C:6]([C:8]2[C:9]([N:28]([CH3:33])[S:29]([CH3:32])(=[O:30])=[O:31])=[CH:10][C:11]3[O:15][C:14]([C:16]4[CH:21]=[CH:20][C:19]([F:22])=[CH:18][CH:17]=4)=[C:13]([C:23]([NH:25][CH3:26])=[O:24])[C:12]=3[CH:27]=2)=[N:7][C:2]=1[C:43]1[NH:44][C:45]2[C:41]([CH:42]=1)=[C:40]([F:39])[CH:48]=[CH:47][CH:46]=2)[CH3:38] |f:4.5.6.7|. Starting materials: ClC1=C(C=CC(=N1)C=1C(=CC2=C(C(=C(O2)C2=CC=C(C=C2)F)C(=O)NC)C1)N(S(=O)(=O)C)C)\C=C\OCC ((E)-5-(6-chloro-5-(2-ethoxyvinyl)pyridin-2-yl)-2-(4-fluorophenyl)-N-methyl-6-(N-methylmethylsulfonamido)benzofuran-3-carboxamide), FC1=C2C=C(NC2=CC=C1)B1OC(C(O1)(C)C)(C)C (4-fluoro-2-(4,4,5,5-tetramethyl-1,3,2-dioxaborolan-2-yl)-1H-indole), CS2CO3. The solvent is O1CCOCC1 (1,4-dioxane), O (water). Reaction conditions: temperature 90 celsius, time 3 hour. Reactants: Cl.ClC1=CC(=C(N=N1)N(C)C)N1CCNCC1 ((6-chloro-4-piperazin-1-yl-pyridazin-3-yl)-dimethylamine hydrochloride), C(C)(=O)[O-].[Na+] (sodium acetate). The reagents and catalysts are [Pd] (Pd/C). Solvent: CO (methanol). Product: CN(C=1N=NC=CC1N1CCNCC1)C (dimethyl-(4-piperazin-1-yl-pyridazin-3-yl)-amine). RXN SMILES: Cl.Cl[C:3]1[N:8]=[N:7][C:6]([N:9]([CH3:11])[CH3:10])=[C:5]([N:12]2[CH2:17][CH2:16][NH:15][CH2:14][CH2:13]2)[CH:4]=1.C([O-])(=O)C.[Na+]>CO.[Pd]>[CH3:10][N:9]([CH3:11])[C:6]1[N:7]=[N:8][CH:3]=[CH:4][C:5]=1[N:12]1[CH2:13][CH2:14][NH:15][CH2:16][CH2:17]1 |f:0.1,2.3|. Procedure: 9.4 g (6-chloro-4-piperazin-1-yl-pyridazin-3-yl)-dimethylamine hydrochloride and 7.3 g sodium acetate are suspended in 150 ml of methanol and hydrogenated with 1 g Pd/C 10% at ambient temperature. The catalyst is suction filtered, the filtrate is evaporated to dryness and the product is extracted with chloroform and washed with sodium hydroxide solution. The hydrochloride is precipitated with an ethereal HCl solution. 7 g (V-1) are obtained. M.p=335° C. Starting materials: CCCCCCCCC=CCCCCCCCC(=O)O, Cc1ccccc1, O=C(Cl)C(=O)Cl. Yields the product CCCCCCCCC=CCCCCCCCCCl. RXN SMILES: [CH3:1][CH2:2][CH2:3][CH2:4][CH2:5][CH2:6][CH2:7][CH2:8][CH:9]=[CH:10][CH2:11][CH2:12][CH2:13][CH2:14][CH2:15][CH2:16][CH2:17][C:18](=[O:19])[OH:20].[CH3:27][c:28]1[cH:29][cH:30][cH:31][cH:32][cH:33]1.[Cl:21][C:22]([C:23]([Cl:24])=[O:25])=[O:26]>>[CH3:1][CH2:2][CH2:3][CH2:4][CH2:5][CH2:6][CH2:7][CH2:8][CH:9]=[CH:10][CH2:11][CH2:12][CH2:13][CH2:14][CH2:15][CH2:16][CH2:17][CH2:18][Cl:21].